describe an organic reaction: reactants, conditions, products, and yield From a dataset of the Open Reaction Database (ORD), a public repository of structured organic reaction records. The reactants are ClC1=C(C(=CC=C1)Cl)O (2,6-dichlorophenol), F[N+]1=C(C=CC=C1C(Cl)(Cl)Cl)Cl (N-fluoro-2-chloro-6-(trichloromethyl) pyridinium). Run in ClC(CCl)Cl (1,1,2-trichloroethane). Reaction conditions: temperature 55 celsius. Product: FC1=CC(=C(C(=C1)Cl)O)Cl (4-Fluoro-2,6-dichlorophenol). Reaction SMILES: [Cl:1][C:2]1[CH:7]=[CH:6][CH:5]=[C:4]([Cl:8])[C:3]=1[OH:9].[F:10][N+]1C(C(Cl)(Cl)Cl)=CC=CC=1Cl>ClC(Cl)CCl>[F:10][C:6]1[CH:7]=[C:2]([Cl:1])[C:3]([OH:9])=[C:4]([Cl:8])[CH:5]=1. Procedure: A mixture of 082 g of 2,6-dichlorophenol, 1.67 g of N-fluoro-2-chloro-6-(trichloromethyl) pyridinium rfluoroborate, and 40 ml of 1,1,2-trichloroethane was placed in a 100 ml 3-necked round bottomed flask equipped with a magnetic stirring bar, a thermometer, and a reflux condenser. The mixture was heated to 55° C. and allowed to react at that temperature for 8 hours under nitrogen. The mixture was then allowed to cool. Analysis by standardized gas-liquid chromatography using a mass spectrometer d... Starting materials: CN(C)C(Cl)(Cl)N(C)C, CCOCC, CC#N, O=S(=O)([O-])C(F)(F)F, [Na+]. Product: CN(C)[C+](Cl)N(C)C, O=S(=O)([O-])C(F)(F)F. As a reaction SMILES: [CH3:10][N:11]([CH3:12])[C:13]([Cl:14])([Cl:15])[N:16]([CH3:17])[CH3:18].[CH3:19][CH2:20][O:21][CH2:22][CH3:23].[CH3:24][C:25]#[N:26].[F:1][C:2]([S:3](=[O:4])(=[O:5])[O-:6])([F:7])[F:8].[Na+:9]>>[CH3:10][N:11]([CH3:12])[C+:13]([Cl:14])[N:16]([CH3:17])[CH3:18].[F:1][C:2]([S:3](=[O:4])(=[O:5])[O-:6])([F:7])[F:8].